From a dataset of the Open Reaction Database (ORD), a public repository of structured organic reaction records. describe an organic reaction: reactants, conditions, products, and yield Starting materials: crude product, ClC1=C(N=C2C(=N1)N(CCC2)CCCCCCC(=O)OCC)C2=CC=C(C=C2)C (Ethyl 7-(3-chloro-2-p-tolyl-7,8-dihydropyrido[2,3-b]pyrazin-5(6H)-yl)heptanoate), N#N (N2), CC1=NC=C(C=C1)B1OC(C(O1)(C)C)(C)C (2-methyl-5-(4,4,5,5-tetramethyl-1,3,2-dioxaborolan-2-yl)pyridine), C([O-])([O-])=O.[Na+].[Na+] (sodium carbonate). Reagents/catalysts: C=1C=CC(=CC1)[P](C=2C=CC=CC2)(C=3C=CC=CC3)[Pd]([P](C=4C=CC=CC4)(C=5C=CC=CC5)C=6C=CC=CC6)([P](C=7C=CC=CC7)(C=8C=CC=CC8)C=9C=CC=CC9)[P](C=1C=CC=CC1)(C=1C=CC=CC1)C=1C=CC=CC1 (Pd(Ph3P)4). Solvent: O1CCOCC1 (Dioxane). Run at temperature 150 celsius. Yields the product CC1=CC=C(C=N1)C1=C(N=C2C(=N1)N(CCC2)CCCCCCC(=O)OCC)C2=CC=C(C=C2)C (Ethyl 7-(3-(6-methylpyridin-3-yl)-2-p-tolyl-7,8-dihydropyrido[2,3-b]pyrazin-5(6H)-yl)heptanoate). As a reaction SMILES: Cl[C:2]1[N:7]=[C:6]2[N:8]([CH2:12][CH2:13][CH2:14][CH2:15][CH2:16][CH2:17][C:18]([O:20][CH2:21][CH3:22])=[O:19])[CH2:9][CH2:10][CH2:11][C:5]2=[N:4][C:3]=1[C:23]1[CH:28]=[CH:27][C:26]([CH3:29])=[CH:25][CH:24]=1.[CH3:30][C:31]1[CH:36]=[CH:35][C:34](B2OC(C)(C)C(C)(C)O2)=[CH:33][N:32]=1.C(=O)([O-])[O-].[Na+].[Na+].N#N>C1C=CC([P]([Pd]([P](C2C=CC=CC=2)(C2C=CC=CC=2)C2C=CC=CC=2)([P](C2C=CC=CC=2)(C2C=CC=CC=2)C2C=CC=CC=2)[P](C2C=CC=CC=2)(C2C=CC=CC=2)C2C=CC=CC=2)(C2C=CC=CC=2)C2C=CC=CC=2)=CC=1.O1CCOCC1>[CH3:30][C:31]1[N:32]=[CH:33][C:34]([C:2]2[N:7]=[C:6]3[N:8]([CH2:12][CH2:13][CH2:14][CH2:15][CH2:16][CH2:17][C:18]([O:20][CH2:21][CH3:22])=[O:19])[CH2:9][CH2:10][CH2:11][C:5]3=[N:4][C:3]=2[C:23]2[CH:28]=[CH:27][C:26]([CH3:29])=[CH:25][CH:24]=2)=[CH:35][CH:36]=1 |f:2.3.4,^1:57,59,78,97|. Procedure: A mixture of step 1 (70 mg), 2-methyl-5-(4,4,5,5-tetramethyl-1,3,2-dioxaborolan-2-yl)pyridine (73.7 mg, 0.337 mmol) and 2M sodium carbonate (0.252 ml, 0.505 mmol) were combined in a microwave vial. Dioxane (2 ml) was added and the flask was sealed and deoxygenated by evacuation/N2 purge (×3). Pd(Ph3P)4 (38.9 mg, 0.034 mmol) was added and the mixture was de-oxygenated by evacuation/N2 purge (×3) and heated at 150° C. for 3 hours using microwave radiation. The mixture was diluted with water and ex... Starting materials: C(#CC)C1=NC(=CC=C1)F (2-Propyn-1-yl-6-fluoropyridine), [Li+].CC(C)[N-]C(C)C (LDA), B(OC)(OC)OC (trimethyl borate). Yields the product C(#CC)C1=NC(=C(C=C1)OB(O)O)F (2-Propynyl-6-fluoropyridin-5-ylboric acid). Reaction SMILES: [C:1]([C:4]1[CH:9]=[CH:8][CH:7]=[C:6]([F:10])[N:5]=1)#[C:2][CH3:3].[Li+].CC([N-]C(C)C)C.[B:19]([O:24]C)([O:22]C)[O:20]C>>[C:1]([C:4]1[CH:9]=[CH:8][C:7]([O:20][B:19]([OH:24])[OH:22])=[C:6]([F:10])[N:5]=1)#[C:2][CH3:3] |f:1.2|. Reported procedure: 0.05 mol of 10A, 0.08 mol of LDA and 0.08 mol of trimethyl borate are reacted with one another analogously to Example 1B. Aqueous work-up gives the unpurified product, which is processed further as in 10C.